Dataset: the Open Reaction Database (ORD), a public repository of structured organic reaction records. Task: describe an organic reaction: reactants, conditions, products, and yield Starting materials: NC1=NC=CC=C1 (2-Aminopyridine), ClC1=NC=CC(=N1)CC(=O)C=1C=C(C#N)C=CC1 (3-[(2-chloro-4-pyrimidinyl)acetyl]benzonitrile), ClC1=NC=CC(=N1)/C=C(/O)\C=1C=C(C#N)C=CC1 (3-[(E)-2-(2-chloro-4-pyrimidinyl)-1-hydroxyethenyl]benzonitrile), C1CC(=O)N(C1=O)Br (NBS). Run in CCOC(=O)C (EtOAc), O (H2O), C(Cl)Cl (DCM). Reaction conditions: temperature 0 celsius. Yields the product ClC1=NC=CC(=N1)C1=C(N=C2N1C=CC=C2)C=2C=C(C#N)C=CC2 (3-[3-(2-chloro-4-pyrimidinyl)imidazo[1,2-a]pyridin-2-yl]benzonitrile). Yield: 75.0%. Reaction SMILES: [Cl:1][C:2]1[N:7]=[C:6]([CH2:8][C:9]([C:11]2[CH:12]=[C:13]([CH:16]=[CH:17][CH:18]=2)[C:14]#[N:15])=O)[CH:5]=[CH:4][N:3]=1.Cl[C:20]1[N:25]=[C:24](/[CH:26]=[C:27](\[C:29]2C=C(C=CC=2)C#N)/O)C=C[N:21]=1.C1C(=O)N(Br)C(=O)C1.NC1C=CC=CN=1>C(Cl)Cl.CCOC(C)=O.O>[Cl:1][C:2]1[N:7]=[C:6]([C:8]2[N:25]3[CH:24]=[CH:26][CH:27]=[CH:29][C:20]3=[N:21][C:9]=2[C:11]2[CH:12]=[C:13]([CH:16]=[CH:17][CH:18]=2)[C:14]#[N:15])[CH:5]=[CH:4][N:3]=1. Procedure: A mixture of tautomers, 3-[(2-chloro-4-pyrimidinyl)acetyl]benzonitrile and 3-[(E)-2-(2-chloro-4-pyrimidinyl)-1-hydroxyethenyl]benzonitrile, (1.56 g, 6.05 mmol) was dissolved in 100 mL of DCM with stirring and cooled to 0° C. NBS (1.08 g, 6.07 mmol) was added and the reaction was allowed to warm to rt. The reaction was stirred for one hour and concentrated in vacuo. The residue was dissolved in dioxane with stirring. 2-Aminopyridine (1.71 g, 18.2 mmol) was added, and the reaction was heated to 60... Reactants: CC#N, C=CSc1ccccc1, O=Cc1c(Cl)cccc1Cl, ClCCl, [Mg+2], COC(=O)C(Cc1ccc(N)cc1)NC(=O)OC(C)(C)C, O=S(=O)([O-])[O-]. The product is COC(=O)C(Cc1ccc2c(c1)C(Sc1ccccc1)CC(c1c(Cl)cccc1Cl)N2)NC(=O)OC(C)(C)C. Reaction SMILES: [CH3:47][C:48]#[N:49].[CH:38](=[CH2:39])[S:40][c:41]1[cH:42][cH:43][cH:44][cH:45][cH:46]1.[Cl:28][c:29]1[c:30]([CH:31]=[O:32])[c:33]([Cl:37])[cH:34][cH:35][cH:36]1.[Cl:50][CH2:51][Cl:52].[Mg+2:22].[NH2:1][c:2]1[cH:3][cH:4][c:5]([CH2:8][CH:9]([C:10](=[O:11])[O:12][CH3:13])[NH:14][C:15](=[O:16])[O:17][C:18]([CH3:19])([CH3:20])[CH3:21])[cH:6][cH:7]1.[O-:23][S:24]([O-:25])(=[O:26])=[O:27]>>[NH:1]1[c:2]2[c:3]([cH:4][c:5]([CH2:8][CH:9]([C:10](=[O:11])[O:12][CH3:13])[NH:14][C:15](=[O:16])[O:17][C:18]([CH3:19])([CH3:20])[CH3:21])[cH:6][cH:7]2)[CH:38]([S:40][c:41]2[cH:42][cH:43][cH:44][cH:45][cH:46]2)[CH2:39][CH:31]1[c:30]1[c:29]([Cl:28])[cH:36][cH:35][cH:34][c:33]1[Cl:37]. Product: C1(=CC=CC=C1)S(=O)(=O)N1C=CC2=CC(=CC=C12)NC1=NC=NC2=CC=C(C=C12)C1=CC=C(C=O)C=C1 (4-[4-(1-Benzenesulfonyl-1H-indol-5-ylamino)-quinazolin-6-yl]-benzaldehyde). Run at time 30 minute. Run in C1(=CC=CC=C1)C (toluene). Reagents/catalysts: C1=CC=C(C=C1)C#N.C1=CC=C(C=C1)C#N.Cl[Pd]Cl (bis(benzonitrile)dichloro-palladium). Isolated yield 93.1%. As a reaction SMILES: CCCC.[C:5]1([S:11]([N:14]2[C:22]3[C:17](=[CH:18][C:19]([NH:23][C:24]4[C:33]5[C:28](=[CH:29][CH:30]=[C:31](I)[CH:32]=5)[N:27]=[CH:26][N:25]=4)=[CH:20][CH:21]=3)[CH:16]=[CH:15]2)(=[O:13])=[O:12])[CH:10]=[CH:9][CH:8]=[CH:7][CH:6]=1.[CH:35]([C:37]1[CH:42]=[CH:41][C:40](B(O)O)=[CH:39][CH:38]=1)=[O:36].C([O-])([O-])=O.[Na+].[Na+]>C1C=CC(C#N)=CC=1.C1C=CC(C#N)=CC=1.Cl[Pd]Cl.C1(C)C=CC=CC=1>[C:5]1([S:11]([N:14]2[C:22]3[C:17](=[CH:18][C:19]([NH:23][C:24]4[C:33]5[C:28](=[CH:29][CH:30]=[C:31]([C:40]6[CH:41]=[CH:42][C:37]([CH:35]=[O:36])=[CH:38][CH:39]=6)[CH:32]=5)[N:27]=[CH:26][N:25]=4)=[CH:20][CH:21]=3)[CH:16]=[CH:15]2)(=[O:13])=[O:12])[CH:10]=[CH:9][CH:8]=[CH:7][CH:6]=1 |f:3.4.5,6.7.8|. The reactants are C1(=CC=CC=C1)S(=O)(=O)N1C=CC2=CC(=CC=C12)NC1=NC=NC2=CC=C(C=C12)I ((1-Benzenesulfonyl-1H-indol-5-yl)-(6-iodo-quinazolin-4-yl)-amine), C(=O)C1=CC=C(C=C1)B(O)O (4-formylphenylboronic acid), C(=O)([O-])[O-].[Na+].[Na+] (Na2CO3), CCCC (butane). Procedure: To a solution of toluene (100 mL) in a 500 mL round-bottom flask equipped with a reflux condenser was added 1,4-bis(diphenyl)phosphino)-butane (4.25 mg, 0.997 mmol) and bis(benzonitrile)dichloro-palladium (385 g, 0.997 mmol). Nitrogen was bubbled through the reaction mixture for 1 minute and the resulting suspension was stirred at room temperature for 30 minutes. THF (125 mL) and EtOH (50 mL) were then added. To the resulting mixture was added (1-benzenesulfonyl-1H-indol-5-yl)-(6-iodo-quinazolin... Starting materials: C=CCOC(=O)C1CC2CN1C(=O)N2OCc1ccccc1, CCCCC(CC)C(=O)[O-], CC(C)=O, [Na+], C1CCOC1. Product: O=C(O)C1CC2CN1C(=O)N2OCc1ccccc1. RXN SMILES: [CH2:12]([c:13]1[cH:14][cH:15][cH:16][cH:17][cH:18]1)[O:19][N:20]1[C:21](=[O:33])[N:22]2[CH:23]([C:27](=[O:28])[O:29][CH2:30][CH:31]=[CH2:32])[CH2:24][CH:25]1[CH2:26]2.[CH2:1]([CH:2]([CH2:3][CH2:4][CH2:5][CH3:6])[C:7]([O-:8])=[O:9])[CH3:10].[CH3:34][C:35](=[O:36])[CH3:37].[Na+:11].[O:38]1[CH2:39][CH2:40][CH2:41][CH2:42]1>>[CH2:12]([c:13]1[cH:14][cH:15][cH:16][cH:17][cH:18]1)[O:19][N:20]1[C:21](=[O:33])[N:22]2[CH:23]([C:27](=[O:28])[OH:29])[CH2:24][CH:25]1[CH2:26]2. The reactants are C1CCOC1, CC(C)NC(C)C, O=C(CCl)N1CCCc2ccc([N+](=O)[O-])cc21. The product is CC(C)N(CC(=O)N1CCCc2ccc([N+](=O)[O-])cc21)C(C)C. RXN SMILES: [CH2:25]1[O:26][CH2:27][CH2:28][CH2:29]1.[CH:18]([CH3:19])([CH3:20])[NH:21][CH:22]([CH3:23])[CH3:24].[Cl:1][CH2:2][C:3](=[O:4])[N:5]1[CH2:6][CH2:7][CH2:8][c:9]2[cH:10][cH:11][c:12]([N+:15](=[O:16])[O-:17])[cH:13][c:14]21>>[CH2:2]([C:3](=[O:4])[N:5]1[CH2:6][CH2:7][CH2:8][c:9]2[cH:10][cH:11][c:12]([N+:15](=[O:16])[O-:17])[cH:13][c:14]21)[N:21]([CH:18]([CH3:19])[CH3:20])[CH:22]([CH3:23])[CH3:24]. Starting materials: II (iodine), CC=1N=C2N(C3=C(N2C(C1)=O)C=CC=C3)C (2,10-dimethylpyrimido[1,2-a]benzimidazol-4(10H)-one), intermediate, ceric ammonium nitrate. Solvent: C(C)#N (acetonitrile). Yields the product IC1=C(N=C2N(C3=C(N2C1=O)C=CC=C3)C)C (3-Iodo-2,10-dimethylpyrimido[1,2-a]benzimidazol-4(10H)-one). RXN SMILES: [CH3:1][C:2]1[N:3]=[C:4]2[N:8]([C:9](=[O:11])[CH:10]=1)[C:7]1[CH:12]=[CH:13][CH:14]=[CH:15][C:6]=1[N:5]2[CH3:16].[I:17]I>C(#N)C>[I:17][C:10]1[C:9](=[O:11])[N:8]2[C:4]([N:5]([CH3:16])[C:6]3[CH:15]=[CH:14][CH:13]=[CH:12][C:7]=32)=[N:3][C:2]=1[CH3:1]. Reported procedure: To a solution of Step 2 intermediate (1.2 g, 5.620 mmol) in acetonitrile (15 ml) was added ceric ammonium nitrate (1.53 g, 2.812 mmol) followed by iodine (0.857 g, 3.325 mmol) and refluxed for 2.0 h. After completion of the reaction, the solvent was evaporated and the residue dissolved in ethyl acetate. Combined organic layer was washed with water, saturated NaHSO3 solution, brine and dried and purified to afford the desired compound: 1H NMR (300 MHz, DMSO-d6) δ 2.61 (s, 3H), 3.75 (s, 3H), 7.39-... Reactants: COC1=CC(=C(C(=O)OC)C=C1)C1=CC=C(C=C1)F (methyl 4-methoxy-2-(4-fluorophenyl)benzoate), [OH-].[Na+] (sodium hydroxide). The solvent is CO (methanol). Yields the product COC1=CC(=C(C(=O)O)C=C1)C1=CC=C(C=C1)F (4-methoxy-2-(4-fluorophenyl)benzoic acid). The yield is 107.8%. As a reaction SMILES: [CH3:1][O:2][C:3]1[CH:12]=[CH:11][C:6]([C:7]([O:9]C)=[O:8])=[C:5]([C:13]2[CH:18]=[CH:17][C:16]([F:19])=[CH:15][CH:14]=2)[CH:4]=1.[OH-].[Na+]>CO>[CH3:1][O:2][C:3]1[CH:12]=[CH:11][C:6]([C:7]([OH:9])=[O:8])=[C:5]([C:13]2[CH:18]=[CH:17][C:16]([F:19])=[CH:15][CH:14]=2)[CH:4]=1 |f:1.2|. Procedure: To a solution of methyl 4-methoxy-2-(4-fluorophenyl)benzoate (9.8 g; 0.029 mol) in methanol (75 ml) was added 2N aqueous sodium hydroxide solution (45 ml) and the mixture heated at reflux for 1.5 h. The reaction was cooled to ambient temperature, filtered and the filtrate concentrated in vacuo to remove the methanol. The residual aqueous phase was washed with diethyl ether, acidified to pH 1 with concentrated HCl and extracted with ethyl acetate. The organic extracts were dried (MgSO4) and the s...